Dataset: the Open Reaction Database (ORD), a public repository of structured organic reaction records. Task: describe an organic reaction: reactants, conditions, products, and yield Starting materials: CO (methanol), FC1=C(C=C(C=C1)F)[C@@H]1N(CCC1)C=1C=CC=2N(N1)C(=CN2)NC(=O)N2C[C@H](CC2)O ((S)—N-(6-((R)-2-(2,5-difluorophenyl)pyrrolidin-1-yl)imidazo[1,2-b]pyridazin-3-yl)-3-hydroxypyrrolidine-1-carboxamide), Cl (HCl). Run in O1CCOCC1 (dioxane). Yields the product Cl.FC1=C(C=C(C=C1)F)[C@@H]1N(CCC1)C=1C=CC=2N(N1)C(=CN2)NC(=O)N2C[C@H](CC2)O ((S)—N-(6-((R)-2-(2,5-difluorophenyl)pyrrolidin-1-yl)imidazo[1,2-b]pyridazin-3-yl)-3-hydroxypyrrolidine-1-carboxamide hydrochloride). As a reaction SMILES: CO.[F:3][C:4]1[CH:9]=[CH:8][C:7]([F:10])=[CH:6][C:5]=1[C@H:11]1[CH2:15][CH2:14][CH2:13][N:12]1[C:16]1[CH:17]=[CH:18][C:19]2[N:20]([C:22]([NH:25][C:26]([N:28]3[CH2:32][CH2:31][C@H:30]([OH:33])[CH2:29]3)=[O:27])=[CH:23][N:24]=2)[N:21]=1.[ClH:34]>O1CCOCC1>[ClH:34].[F:3][C:4]1[CH:9]=[CH:8][C:7]([F:10])=[CH:6][C:5]=1[C@H:11]1[CH2:15][CH2:14][CH2:13][N:12]1[C:16]1[CH:17]=[CH:18][C:19]2[N:20]([C:22]([NH:25][C:26]([N:28]3[CH2:32][CH2:31][C@H:30]([OH:33])[CH2:29]3)=[O:27])=[CH:23][N:24]=2)[N:21]=1 |f:4.5|. Procedure details: To a methanol (1 mL) solution of (S)—N-(6-((R)-2-(2,5-difluorophenyl)pyrrolidin-1-yl)imidazo[1,2-b]pyridazin-3-yl)-3-hydroxypyrrolidine-1-carboxamide (10.1 mg, 0.0236 mmol) was added HCl as a solution is dioxane (30 μL). After minutes, the reaction was concentrated to provide (S)—N-(6-((R)-2-(2,5-difluorophenyl)pyrrolidin-1-yl)imidazo[1,2-b]pyridazin-3-yl)-3-hydroxypyrrolidine-1-carboxamide hydrochloride as a yellow solid. The reactants are O=C(O)Cc1cc(=O)n(Cc2ccc(Cl)cc2)c2ccccc12, [K+], O=[N+]([O-])[O-], O=S(=O)(O)O. Product: O=C(O)Cc1cc(=O)n(Cc2ccc(Cl)cc2)c2ccc([N+](=O)[O-])cc12. RXN SMILES: [Cl:1][c:2]1[cH:3][cH:4][c:5]([CH2:6][n:7]2[c:8](=[O:21])[cH:9][c:10]([CH2:17][C:18](=[O:19])[OH:20])[c:11]3[cH:12][cH:13][cH:14][cH:15][c:16]23)[cH:22][cH:23]1.[K+:24].[O-:25][N+:26]([O-:27])=[O:28].[S:29](=[O:30])(=[O:31])([OH:32])[OH:33]>>[Cl:1][c:2]1[cH:3][cH:4][c:5]([CH2:6][n:7]2[c:8](=[O:21])[cH:9][c:10]([CH2:17][C:18](=[O:19])[OH:20])[c:11]3[cH:12][c:13]([N+:26](=[O:25])[O-:27])[cH:14][cH:15][c:16]23)[cH:22][cH:23]1. Reactants: C1(CC1)C(=O)Cl (Cyclopropanecarbonyl chloride), CC=1C=C2C(=CC1C)N(C3=NC(=O)NC(=O)C3=N2)C[C@@H]([C@@H]([C@@H](COP(=O)(O)[O-])O)O)O.[Na+] (E106), CCN(C(C)C)C(C)C (DIEA), Cl.NCC1=C(C=C(C=C1)C(=O)N1C2=C(NC=3N(N=CC3C1)C)C=C(C=C2)Cl)Cl ((4-aminomethyl-3-chloro-phenyl)-(6-chloro-3-methyl-4,10-dihydro-3H-2,3,4,9-tetraaza-benzo[f]azulen-9-yl)-methanone hydrochloride), CC=1C=C2C(=CC1C)N(C3=NC(=O)NC(=O)C3=N2)C[C@@H]([C@@H]([C@@H](COP(=O)(O)[O-])O)O)O.[Na+] (E106). Run in ClCCl (dichloromethane). Conditions: time 1 hour. Yields the product ClC1=C(CNC(=O)C2CC2)C=CC(=C1)C(=O)N1C2=C(NC=3N(N=CC3C1)C)C=C(C=C2)Cl (Cyclopropanecarboxylic Acid 2-chloro-4-(6-chloro-3-methyl-4,10-dihydro-3H-2,3,4,9-tetraaza-benzo[f]azulene-9-carbonyl)-benzylamide). Isolated yield 57.0%. As a reaction SMILES: [CH:1]1([C:4](Cl)=[O:5])[CH2:3][CH2:2]1.Cl.[NH2:8][CH2:9][C:10]1[CH:15]=[CH:14][C:13]([C:16]([N:18]2[CH2:27][C:26]3[CH:25]=[N:24][N:23]([CH3:28])[C:22]=3[NH:21][C:20]3[CH:29]=[C:30]([Cl:33])[CH:31]=[CH:32][C:19]2=3)=[O:17])=[CH:12][C:11]=1[Cl:34].CC1C=C2N=C3C(=NC(NC3=O)=O)N(C[C@H](O)[C@H](O)[C@H](O)COP([O-])(O)=O)C2=CC=1C.[Na+].CCN(C(C)C)C(C)C>ClCCl>[Cl:34][C:11]1[CH:12]=[C:13]([C:16]([N:18]2[CH2:27][C:26]3[CH:25]=[N:24][N:23]([CH3:28])[C:22]=3[NH:21][C:20]3[CH:29]=[C:30]([Cl:33])[CH:31]=[CH:32][C:19]2=3)=[O:17])[CH:14]=[CH:15][C:10]=1[CH2:9][NH:8][C:4]([CH:1]1[CH2:3][CH2:2]1)=[O:5] |f:1.2,3.4|. Procedure: Cyclopropanecarbonyl chloride (0.045 ml, 0.5 mmol) was added to a solution of (4-aminomethyl-3-chloro-phenyl)-(6-chloro-3-methyl-4,10-dihydro-3H-2,3,4,9-tetraaza-benzo[f]azulen-9-yl)-methanone hydrochloride from Example E106.2 (220 mg, 0.5 mmol) in dichloromethane (40 ml) and DIEA (0.30 ml, 1.7 mmol) at 0° C. The mixture was stirred for 1 h at room temperature then washed with saturated NaHCO3, brine, dried and concentrated in vacuo. The residue was purified by preparative HPLC (eluant; 0.5% 35%... Starting materials: C(=O)NC=1SC=C(N1)C(C(=O)O)=NOCCCNC(=O)OC(C)(C)C (2-(2-Formamidothiazol-4-yl)-2-(3-tert-butoxycarbonylaminopropoxyimino)acetic acid), NC1[C@@H]2N(C(=C(CS2)CSC2=NN=NN2CC=C)C(=O)O)C1=O (7-amino-3-(1-allyl-1H-tetrazol-5-yl)thiomethyl-3-cephem-4-carboxylic acid). The product is C(=O)NC=1SC=C(N1)C(C(=O)NC1[C@@H]2N(C(=C(CS2)CSC2=NN=NN2CC=C)C(=O)O)C1=O)=NOCCCNC(=O)OC(C)(C)C (7-[2-(2-formamidothiazol-4-yl)-2-(3-tert-butoxycarbonylaminopropoxyimino)acetamido]-3-(1-allyl-1H-tetrazol-5-yl)thiomethyl-3-cephem-4-carboxylic acid). The yield is 33.9%. Reaction SMILES: [CH:1]([NH:3][C:4]1[S:5][CH:6]=[C:7]([C:9](=[N:13][O:14][CH2:15][CH2:16][CH2:17][NH:18][C:19]([O:21][C:22]([CH3:25])([CH3:24])[CH3:23])=[O:20])[C:10]([OH:12])=O)[N:8]=1)=[O:2].[NH2:26][CH:27]1[C:47](=[O:48])[N:29]2[C:30]([C:44]([OH:46])=[O:45])=[C:31]([CH2:34][S:35][C:36]3[N:40]([CH2:41][CH:42]=[CH2:43])[N:39]=[N:38][N:37]=3)[CH2:32][S:33][C@H:28]12>>[CH:1]([NH:3][C:4]1[S:5][CH:6]=[C:7]([C:9](=[N:13][O:14][CH2:15][CH2:16][CH2:17][NH:18][C:19]([O:21][C:22]([CH3:25])([CH3:24])[CH3:23])=[O:20])[C:10]([NH:26][CH:27]2[C:47](=[O:48])[N:29]3[C:30]([C:44]([OH:46])=[O:45])=[C:31]([CH2:34][S:35][C:36]4[N:40]([CH2:41][CH:42]=[CH2:43])[N:39]=[N:38][N:37]=4)[CH2:32][S:33][C@H:28]23)=[O:12])[N:8]=1)=[O:2]. Procedure: 2-(2-Formamidothiazol-4-yl)-2-(3-tert-butoxycarbonylaminopropoxyimino)acetic acid (syn isomer, 1.86 g.) and 7-amino-3-(1-allyl-1H-tetrazol-5-yl)thiomethyl-3-cephem-4-carboxylic acid (1.77 g.) were treated in similar manner to that of Example 20-(1) to give 7-[2-(2-formamidothiazol-4-yl)-2-(3-tert-butoxycarbonylaminopropoxyimino)acetamido]-3-(1-allyl-1H-tetrazol-5-yl)thiomethyl-3-cephem-4-carboxylic acid (syn isomer, 1.2 g.). The reactants are COC=1C=C2CC3(C(C2=CC1)=O)CCC(CC3)=O (5'-methoxyspiro[cyclohexane-1,2'-indan]-1',4-dione), 5'-methyl-spiro(cyclohexane-1,2'-indan)-1',4-dione 4-ethylene ketal-[9], C(CO)O (ethylene glycol), C1(=CC=C(C=C1)S(=O)(=O)O)C (p-toluenesulfonic acid). Solvent: C1=CC=CC=C1 (benzene). Product: C1COC2(C3(CC4=CC(=CC=C24)C)CCC(CC3)=O)O1 (5'-Methylspiro(cyclohexane-1,2'-indan)-1',4-dione 4-ethylene ketal). As a reaction SMILES: CO[C:3]1[CH:4]=[C:5]2[C:9](=[CH:10][CH:11]=1)[C:8](=[O:12])[C:7]1([CH2:17][CH2:16][C:15](=[O:18])[CH2:14][CH2:13]1)[CH2:6]2.[CH2:19]([OH:22])[CH2:20]O.[C:23]1(C)C=CC(S(O)(=O)=O)=CC=1>C1C=CC=CC=1>[CH2:20]1[O:12][C:8]2([C:9]3[C:5](=[CH:4][C:3]([CH3:23])=[CH:11][CH:10]=3)[CH2:6][C:7]32[CH2:13][CH2:14][C:15](=[O:18])[CH2:16][CH2:17]3)[O:22][CH2:19]1. Reported procedure: A mixture of 2.06 g. (0.00905 M) of 5'-methylspiro(cyclohexane-1,2'-indan)-1',4-dione [8 ] (prepared in Example 13B), 0.56 g. (0.50 ml.) of ethylene glycol and 0.1 g. of p-toluenesulfonic acid in 50 ml. of benzene is heated at reflux under a Dean-Stark trap for about 2 hours. The mixture is allowed to cool, washed with aqueous sodium bicarbonate solution then water and evaporated to dryness. The residual solid is recrystallized from methylene chloride: cyclohexane to give 1.96 g. (86%) of 5'-met... Starting materials: NC1=NNC=C1C(=O)OCC (3-amino-4-carboethoxypyrazole), CN(C=CC(=O)C=1C=C(C=CC1)NC(=O)C1CCC1)C (N-[3-[3-(dimethylamino)-1-oxo-2-propenyl]phenyl]cyclobutanecarboxamide). The product is C1(CCC1)C(=O)NC=1C=C(C=CC1)C1=CC=NC=2N1N=CC2C(=O)OCC (7-[3-[(Cyclobutylcarbonyl)amino]phenyl]pyrazolo[1,5-a]pyrimidine-3-carboxylic acid, ethyl ester). Reaction SMILES: [NH2:1][C:2]1[C:6]([C:7]([O:9][CH2:10][CH3:11])=[O:8])=[CH:5][NH:4][N:3]=1.CN(C)[CH:14]=[CH:15][C:16]([C:18]1[CH:19]=[C:20]([NH:24][C:25]([CH:27]2[CH2:30][CH2:29][CH2:28]2)=[O:26])[CH:21]=[CH:22][CH:23]=1)=O>>[CH:27]1([C:25]([NH:24][C:20]2[CH:19]=[C:18]([C:16]3[N:3]4[N:4]=[CH:5][C:6]([C:7]([O:9][CH2:10][CH3:11])=[O:8])=[C:2]4[N:1]=[CH:14][CH:15]=3)[CH:23]=[CH:22][CH:21]=2)=[O:26])[CH2:28][CH2:29][CH2:30]1. Procedure: A 0.78 g portion of 3-amino-4-carboethoxypyrazole ard 1.36 g of N-[3-[3-(dimethylamino)-1-oxo-2-propenyl]phenyl]cyclobutanecarboxamide were reacted as described in Example 13, giving 1.52 g of the desired product, mp 123°-125° C. Reactants: C(C)(=O)OCC (ethyl acetate), [C-]#N.[Na+] (sodium cyanide), O (water), BrCC=1SC=CC1C#N (2-Bromomethyl-3-cyanothiophene). Solvent: C1(=CC=CC=C1)C (toluene). Conditions: temperature 80 celsius, time 8 hour. Yields the product C(#N)CCC=1S(C=CC1)C#N (2-Cyanoethyl-1-cyanothiophene). The yield is 43.0%. Reaction SMILES: BrC[C:3]1[S:4][CH:5]=[CH:6][C:7]=1[C:8]#[N:9].[C-:10]#[N:11].[Na+].O.C(O[CH2:18][CH3:19])(=O)C>C1(C)C=CC=CC=1>[C:8]([CH2:7][CH2:6][C:5]1[SH:4]([C:10]#[N:11])[CH:3]=[CH:18][CH:19]=1)#[N:9] |f:1.2|. Reported procedure: 2-Bromomethyl-3-cyanothiophene (2.746 g) was dissolved in toluene (40 ml), followed by the addition of a solution of sodium cyanide (2.002 g)/water (15 ml), and the mixture was stirred at 80° C. overnight. The reaction mixture was diluted with ethyl acetate and washed with an aqueous solution of saturated sodium bicarbonate, dried (over MgSO4) and evaporated. The resulting residue was purified by silica gel column chromatography (ethyl acetate/hexane system), to give the title compound as a pale... Procedure: 9.0 g of the methyl ester (Example 1) are dissolved in 120 ml of 1,2-dimethoxyethane/water (4:1, v:v), and 15 ml of 2N NaOH are added. The mixture is stirred for three hours, and the pH is adjusted to 3 with 3N HCl. The organic solvent is evaporated off in vacuo, and the precipitated product is filtered off, washed with water and dried under high vacuum. The reactants are [OH-].[Na+] (NaOH), COC1=CC=C(C(=O)C2=CC=C(OCC(=O)OC)C=C2)C=C1 (Methyl 4-(4-methoxybenzoyl)phenoxyacetate), Cl (HCl). Yields the product COC1=CC=C(C(=O)C2=CC=C(OCC(=O)O)C=C2)C=C1 (4-(4-Methoxybenzoyl)phenoxyacetic acid). Conditions: time 3 hour. Reaction SMILES: [CH3:1][O:2][C:3]1[CH:22]=[CH:21][C:6]([C:7]([C:9]2[CH:20]=[CH:19][C:12]([O:13][CH2:14][C:15]([O:17]C)=[O:16])=[CH:11][CH:10]=2)=[O:8])=[CH:5][CH:4]=1.[OH-].[Na+].Cl>COCCOC.O>[CH3:1][O:2][C:3]1[CH:4]=[CH:5][C:6]([C:7]([C:9]2[CH:20]=[CH:19][C:12]([O:13][CH2:14][C:15]([OH:17])=[O:16])=[CH:11][CH:10]=2)=[O:8])=[CH:21][CH:22]=1 |f:1.2,4.5|. The solvent is COCCOC.O (1,2-dimethoxyethane water). The reactants are C(OCC)(OCCN(C)C(=O)N1C(=NC2=NC(=CC=C21)OC)S(=O)CC2=NC=C(C(=C2C)OC)C)=O ((+)-ethyl 2-[[[5-methoxy-2-[[(4-methoxy-3,5-dimethyl-2-pyridyl)methyl]sulfinyl]-1H-imidazo[4,5-b]pyridin-1-yl]carbonyl](methyl)amino]ethyl carbonate), C(OCCN(C)C(=O)Cl)(OCC)=O (2-[(chlorocarbonyl)(methyl)amino]ethyl ethyl carbonate). Reagents/catalysts: CN(C1=CC=NC=C1)C (4-dimethylaminopyridine). Run in C(C)N(CC)CC (triethylamine). Reaction conditions: temperature 50 celsius, time 18 hour. Product: C(OCC)(OCCN(C)C(=O)N1C(=NC=2C1=NC(=CC2)OC)S(=O)CC2=NC=C(C(=C2C)OC)C)=O ((+)-Ethyl 2-[[[5-methoxy-2-[[(4-methoxy-3,5-dimethyl-2-pyridyl)methyl]sulfinyl]-3H-imidazo[4,5-b]pyridin-3-yl]carbonyl](methyl)amino]ethyl carbonate). RXN SMILES: [C:1](=[O:13])([O:10][CH2:11][CH3:12])[O:2][CH2:3][CH2:4][N:5]([C:7](Cl)=[O:8])[CH3:6].C(=O)(OCCN(C([N:25]1[C:33]2[C:28](=[N:29][C:30]([O:34][CH3:35])=[CH:31][CH:32]=2)[N:27]=[C:26]1[S:36]([CH2:38][C:39]1[C:44]([CH3:45])=[C:43]([O:46][CH3:47])[C:42]([CH3:48])=[CH:41][N:40]=1)=[O:37])=O)C)OCC>CN(C)C1C=CN=CC=1.C(N(CC)CC)C>[C:1](=[O:13])([O:2][CH2:3][CH2:4][N:5]([C:7]([N:27]1[C:28]2=[N:29][C:30]([O:34][CH3:35])=[CH:31][CH:32]=[C:33]2[N:25]=[C:26]1[S:36]([CH2:38][C:39]1[C:44]([CH3:45])=[C:43]([O:46][CH3:47])[C:42]([CH3:48])=[CH:41][N:40]=1)=[O:37])=[O:8])[CH3:6])[O:10][CH2:11][CH3:12]. Reported procedure: To a solution of (+)-enantiomer (0.10 g) in tetrahydrofuran (5 mL), which was obtained by optically resolving 5-methoxy-2-[[(4-methoxy-3,5-dimethyl-2-pyridyl)methyl]sulfinyl]-1H-imidazo[4,5-b]pyridine synthesized by a method described in JP-A 63-146882 with preparative HPLC, were added 2-[(chlorocarbonyl)(methyl)amino]ethyl ethyl carbonate (0.081 g) obtained in Reference Synthetic Example 34, triethylamine (0.080 mL) and 4-dimethylaminopyridine (0.007 g), and stirred at 50° C. for 18 hrs. The re...